Dataset: the Open Reaction Database (ORD), a public repository of structured organic reaction records. Task: describe an organic reaction: reactants, conditions, products, and yield Reactants: COC(=O)C1=C(C)NC(C)=C(C(=O)O)C1c1cccc([N+](=O)[O-])c1, Cc1ccccc1, C(=NC1CCCCC1)=NC1CCCCC1, OCC#Cc1ccc(Cc2ncc[nH]2)cc1. Product: COC(=O)C1=C(C)NC(C)=C(C(=O)OCC#Cc2ccc(Cc3ncc[nH]3)cc2)C1c1cccc([N+](=O)[O-])c1. As a reaction SMILES: [CH3:1][C:2]1=[C:7]([C:8](=[O:9])[OH:10])[CH:6]([c:11]2[cH:12][c:13]([N+:17](=[O:18])[O-:19])[cH:14][cH:15][cH:16]2)[C:5]([C:20](=[O:21])[O:22][CH3:23])=[C:4]([CH3:24])[NH:3]1.[CH3:56][c:57]1[cH:58][cH:59][cH:60][cH:61][cH:62]1.[CH:41]1([N:42]=[C:43]=[N:44][CH:45]2[CH2:46][CH2:47][CH2:48][CH2:49][CH2:50]2)[CH2:51][CH2:52][CH2:53][CH2:54][CH2:55]1.[nH:25]1[c:26]([CH2:30][c:31]2[cH:32][cH:33][c:34]([C:37]#[C:38][CH2:39][OH:40])[cH:35][cH:36]2)[n:27][cH:28][cH:29]1>>[CH3:1][C:2]1=[C:7]([C:8](=[O:9])[O:10][CH2:39][C:38]#[C:37][c:34]2[cH:33][cH:32][c:31]([CH2:30][c:26]3[n:25][cH:29][cH:28][nH:27]3)[cH:36][cH:35]2)[CH:6]([c:11]2[cH:12][c:13]([N+:17](=[O:18])[O-:19])[cH:14][cH:15][cH:16]2)[C:5]([C:20](=[O:21])[O:22][CH3:23])=[C:4]([CH3:24])[NH:3]1. As a reaction SMILES: [Cl:1][C:2]1[C:10]([Cl:11])=[CH:9][CH:8]=[CH:7][C:3]=1[C:4]([OH:6])=O.[CH3:12][O:13][CH2:14][CH2:15][CH:16]([C:19]1[CH:20]=[N:21][C:22]([C:25]([F:28])([F:27])[F:26])=[N:23][CH:24]=1)[CH2:17][NH2:18]>>[Cl:1][C:2]1[C:10]([Cl:11])=[CH:9][CH:8]=[CH:7][C:3]=1[C:4]([NH:18][CH2:17][CH:16]([C:19]1[CH:20]=[N:21][C:22]([C:25]([F:28])([F:27])[F:26])=[N:23][CH:24]=1)[CH2:15][CH2:14][O:13][CH3:12])=[O:6]. Starting materials: ClC1=C(C(=O)O)C=CC=C1Cl (2,3-dichlorobenzoic acid), COCCC(CN)C=1C=NC(=NC1)C(F)(F)F (4-methoxy-2-(2-(trifluoromethyl)pyrimidin-5-yl)butan-1-amine). Yields the product ClC1=C(C(=O)NCC(CCOC)C=2C=NC(=NC2)C(F)(F)F)C=CC=C1Cl (2,3-dichloro-N-(4-methoxy-2-(2-(trifluoromethyl)pyrimidin-5-yl)butyl)benz amide). Reported procedure: From 2,3-dichlorobenzoic acid and 4-methoxy-2-(2-(trifluoromethyl)pyrimidin-5-yl)butan-1-amine. LCMS (MH+): m/z=422.0, tR (minutes, Method F)=2.73 Reactants: [BH4-].[Na+] (sodium borohydride), O=C1C(C(CC1)C=CC(C(CCCC)CC)=O)CCCCCCC(=O)O (7-[2-oxo-5-(4-ethyl-3-oxo-1-octenyl)cyclopentyl]heptanoic acid). Run in [OH-].[Na+] (sodium hydroxide), C(C)O (ethanol), [OH-].[Na+] (sodium hydroxide). Run at temperature 10 celsius, time 1 day. The product is OC1C(C(CC1)C=CC(C(CCCC)CC)O)CCCCCCC(=O)O (7[2-hydroxy-5-(4-ethyl-3-hydroxy-1-octenyl)cyclopentyl]heptanoic acid). Isolated yield 14.8%. Reaction SMILES: [BH4-].[Na+].[O:3]=[C:4]1[CH2:8][CH2:7][CH:6]([CH:9]=[CH:10][C:11](=[O:19])[CH:12]([CH2:17][CH3:18])[CH2:13][CH2:14][CH2:15][CH3:16])[CH:5]1[CH2:20][CH2:21][CH2:22][CH2:23][CH2:24][CH2:25][C:26]([OH:28])=[O:27]>[OH-].[Na+].C(O)C>[OH:3][CH:4]1[CH2:8][CH2:7][CH:6]([CH:9]=[CH:10][CH:11]([OH:19])[CH:12]([CH2:17][CH3:18])[CH2:13][CH2:14][CH2:15][CH3:16])[CH:5]1[CH2:20][CH2:21][CH2:22][CH2:23][CH2:24][CH2:25][C:26]([OH:28])=[O:27] |f:0.1,3.4|. Procedure details: A solution of sodium borohydride (0.095 g.) in 0.2N aqueous sodium hydroxide (0.95 ml.) was added dropwise to a solution of 7-[2-oxo-5-(4-ethyl-3-oxo-1-octenyl)cyclopentyl]heptanoic acid (0.4 g.) in ethanol (9 ml.) and N aqueous sodium hydroxide (1.2 ml.). The resulting solution was stirred for 1 day, and then the ethanol was removed in vacuo. A small quantity of water was added, and the solution was extracted twice with diethyl ether (to remove non-acidic material). The aqueous solution was cov... Starting materials: O=C([O-])O, CO, [F-], [K+], C[Si](C)(F)C1CC(=O)c2c(nc3ccccc3c2N)C1, [Na+], OO. Yields the product Nc1c2c(nc3ccccc13)CC(O)CC2=O. RXN SMILES: [C:23]([O-:24])(=[O:25])[OH:26].[CH3:30][OH:31].[F-:21].[K+:22].[NH2:1][c:2]1[c:3]2[cH:4][cH:5][cH:6][cH:7][c:8]2[n:9][c:10]2[c:15]1[C:14](=[O:16])[CH2:13][CH:12]([Si:17]([F:18])([CH3:19])[CH3:20])[CH2:11]2.[Na+:27].[OH:28][OH:29]>>[NH2:1][c:2]1[c:3]2[cH:4][cH:5][cH:6][cH:7][c:8]2[n:9][c:10]2[c:15]1[C:14](=[O:16])[CH2:13][CH:12]([OH:24])[CH2:11]2. Reactants: CS(=O)(=O)OC1CCN(CC1)C(=O)OC(C)(C)C (tert-butyl 4-((methylsulfonyl)oxy)piperidine-1-carboxylate), FC(OC1=CC=C(C=C1)S)(F)F (4-(trifluoromethoxy)benzenethiol). Yields the product FC(OC1=CC=C(C=C1)SC1CCN(CC1)C(=O)OC(C)(C)C)(F)F (tert-Butyl 4-((4-(trifluoromethoxy)phenyl)thio)piperidine-1-carboxylate). Isolated yield 41.0%. RXN SMILES: CS(O[CH:6]1[CH2:11][CH2:10][N:9]([C:12]([O:14][C:15]([CH3:18])([CH3:17])[CH3:16])=[O:13])[CH2:8][CH2:7]1)(=O)=O.[F:19][C:20]([F:30])([F:29])[O:21][C:22]1[CH:27]=[CH:26][C:25]([SH:28])=[CH:24][CH:23]=1>>[F:30][C:20]([F:19])([F:29])[O:21][C:22]1[CH:23]=[CH:24][C:25]([S:28][CH:6]2[CH2:7][CH2:8][N:9]([C:12]([O:14][C:15]([CH3:16])([CH3:17])[CH3:18])=[O:13])[CH2:10][CH2:11]2)=[CH:26][CH:27]=1. Procedure: The title compound was prepared in 41% yield (0.66 g, colorless oil) from tert-butyl 4-((methylsulfonyl)oxy)piperidine-1-carboxylate (1.20 g, 4.30 mmol) and 4-(trifluoromethoxy)benzenethiol (1.00 g, 5.15 mmol) by the similar manner in Step-1 of Intermediate-4. Reactants: ClCC(C)=O (Chloroacetone), BrC1=CC(=C(C=C1)NC(C(F)(F)F)=O)OC (N-(4-bromo-2-methoxyphenyl)-2,2,2-trifluoroacetamide), C([O-])([O-])=O.[Cs+].[Cs+] (cesium carbonate), [I-].[K+] (potassium iodide). Run in O (water), CN(C)C=O (DMF). Run at time 2 hour. Product: BrC1=CC(=C(C=C1)NCC(C)=O)OC (1-(4-bromo-2-methoxyphenyl)aminopropan-2-one). The yield is 89.8%. RXN SMILES: Cl[CH2:2][C:3](=[O:5])[CH3:4].[Br:6][C:7]1[CH:12]=[CH:11][C:10]([NH:13]C(=O)C(F)(F)F)=[C:9](OC)[CH:8]=1.[C:22](=[O:25])([O-])[O-].[Cs+].[Cs+].[I-].[K+]>O.CN(C=O)C>[Br:6][C:7]1[CH:12]=[CH:11][C:10]([NH:13][CH2:2][C:3](=[O:5])[CH3:4])=[C:9]([O:25][CH3:22])[CH:8]=1 |f:2.3.4,5.6|. Procedure details: Chloroacetone (20 g) was added dropwise to a DMF (160 mL) suspension of N-(4-bromo-2-methoxyphenyl)-2,2,2-trifluoroacetamide (32.4 g), cesium carbonate (71 g) and potassium iodide (1.8 g), and the reaction solution was agitated at room temperature for 2 hours. Then, The reaction solution was stirred for 1 hour and iced water was added thereto. Crystals deposited were separated by filtering. The obtained crystal was suspended in methanol (360 mL) and 2N sodium hydroxide solution (55 mL), and the ... Starting materials: C(C)(C)(C)OC(N[C@H](CC1=C(C=CC(=C1)F)F)C(N(C)OC)=O)=O ([(R)-2-(2,5-Difluoro-phenyl)-1-(methoxy-methyl-carbamoyl)-ethyl]-carbamic acid tert-butyl ester), CC1=NC=CC=C1NC(C)=O (N-(2-Methylpyridin-3-yl)acetamide). Product: C(C)(C)(C)OC(N[C@@H](C(CC1=NC=CC=C1NC(C)=O)=O)CC1=C(C=CC(=C1)F)F)=O ([(R)-3-(3-Acetylaminopyridin-2-yl)-1-(2,5-difluorobenzyl)-2-oxopropyl]carbamic acid tert-butyl ester). Reaction SMILES: [C:1]([O:5][C:6](=[O:24])[NH:7][C@@H:8]([C:18](=[O:23])N(OC)C)[CH2:9][C:10]1[CH:15]=[C:14]([F:16])[CH:13]=[CH:12][C:11]=1[F:17])([CH3:4])([CH3:3])[CH3:2].[CH3:25][C:26]1[C:31]([NH:32][C:33](=[O:35])[CH3:34])=[CH:30][CH:29]=[CH:28][N:27]=1>>[C:1]([O:5][C:6](=[O:24])[NH:7][C@H:8]([CH2:9][C:10]1[CH:15]=[C:14]([F:16])[CH:13]=[CH:12][C:11]=1[F:17])[C:18](=[O:23])[CH2:25][C:26]1[C:31]([NH:32][C:33](=[O:35])[CH3:34])=[CH:30][CH:29]=[CH:28][N:27]=1)([CH3:2])([CH3:3])[CH3:4]. Reported procedure: Using general procedure 2 with [(R)-2-(2,5-Difluoro-phenyl)-1-(methoxy-methyl-carbamoyl)-ethyl]-carbamic acid tert-butyl ester (4.85 mmol; 1.67 g) and N-(2-Methylpyridin-3-yl)acetamide (12.12 mmol; 1.82 g) gives the title compound. The reactants are ClC1=C(C=C(C=C1)Cl)CS(=O)(=O)C=1C=C2/C(/C(NC2=CC1)=O)=C/C1=C(C(=C(N1)C)C(=O)O)C (5-[5-(2,5-Dichloro-phenylmethanesulfonyl)-2-oxo-1,2-dihydro-indol-(3Z)-ylidenemethyl]-2,4-dimethyl-1H-pyrrole-3-carboxylic acid), CCN=C=NCCCN(C)C.Cl (EDAC.HCl), N1(CCCC1)C1CCNCC1 (4-pyrrolidin-1-yl-piperidine), C=1C=CC2=C(C1)N=NN2O (HOBt). Solvent: CN(C)C=O (DMF). The product is ClC1=C(C=C(C=C1)Cl)CS(=O)(=O)C=1C=C2/C(/C(NC2=CC1)=O)=C/C=1NC(=C(C1C)C(=O)N1CCC(CC1)N1CCCC1)C (5-(2,5-Dichloro-phenylmethanesulfonyl)-3-[1-[3,5-dimethyl-4-(4-pyrrolidin-1-yl-piperidine-1-carbonyl)-1H-pyrrol-2-yl]-meth-(Z)-ylidene]-1,3-dihydro-indol-2-one). As a reaction SMILES: [Cl:1][C:2]1[CH:7]=[CH:6][C:5]([Cl:8])=[CH:4][C:3]=1[CH2:9][S:10]([C:13]1[CH:14]=[C:15]2[C:19](=[CH:20][CH:21]=1)[NH:18][C:17](=[O:22])/[C:16]/2=[CH:23]\[C:24]1[NH:28][C:27]([CH3:29])=[C:26]([C:30](O)=[O:31])[C:25]=1[CH3:33])(=[O:12])=[O:11].[N:34]1([CH:39]2[CH2:44][CH2:43][NH:42][CH2:41][CH2:40]2)[CH2:38][CH2:37][CH2:36][CH2:35]1.C1C=CC2N(O)N=NC=2C=1.CCN=C=NCCCN(C)C.Cl>CN(C=O)C>[Cl:1][C:2]1[CH:7]=[CH:6][C:5]([Cl:8])=[CH:4][C:3]=1[CH2:9][S:10]([C:13]1[CH:14]=[C:15]2[C:19](=[CH:20][CH:21]=1)[NH:18][C:17](=[O:22])/[C:16]/2=[CH:23]\[C:24]1[NH:28][C:27]([CH3:29])=[C:26]([C:30]([N:42]2[CH2:43][CH2:44][CH:39]([N:34]3[CH2:38][CH2:37][CH2:36][CH2:35]3)[CH2:40][CH2:41]2)=[O:31])[C:25]=1[CH3:33])(=[O:12])=[O:11] |f:3.4|. Reported procedure: 5-[5-(2,5-Dichloro-phenylmethanesulfonyl)-2-oxo-1,2-dihydro-indol-(3Z)-ylidenemethyl]-2,4-dimethyl-1H-pyrrole-3-carboxylic acid was coupled with 4-pyrrolidin-1-yl-piperidine using HOBt, EDAC.HCl and TEA in DMF to give the titled compound. The reactants are O.C([O-])([O-])=O.[Na+].[Na+] (sodium carbonate monohydrate), O.C([O-])([O-])=O.[Na+].[Na+] (sodium carbonate monohydrate), C([O-])([O-])=O.[Na+].[Na+] (sodium carbonate). The solvent is monohydrate. The product is O.O.O.O.O.O.O.O.O.O.C([O-])([O-])=O.[Na+].[Na+] (sodium carbonate decahydrate). RXN SMILES: [OH2:1].[C:2](=[O:5])([O-:4])[O-:3].[Na+:6].[Na+].C(=O)([O-])[O-:9].[Na+].[Na+]>>[OH2:3].[OH2:9].[OH2:1].[OH2:3].[OH2:3].[OH2:3].[OH2:3].[OH2:3].[OH2:3].[OH2:3].[C:2](=[O:3])([O-:5])[O-:4].[Na+:6].[Na+:6] |f:0.1.2.3,4.5.6,7.8.9.10.11.12.13.14.15.16.17.18.19|. Procedure details: In operation of the embodiment shown in FIG. 1, hot purge liquor from the process for making sodium carbonate monohydrate crystals is brought into indirect heat exchange with slurry of sodium carbonate monohydrate in substantially saturated sodium carbonate solution in monohydrate converter 1 by passing the purge through heat exchange means 2. Cold sodium carbonate decahydrate crystals (temperature below about 32° C.) obtained in decahydrate crystallizer 5 are continuously fed into monohydrate c...